describe an organic reaction: reactants, conditions, products, and yield From a dataset of the Open Reaction Database (ORD), a public repository of structured organic reaction records. Reactants: Cl, Cl, C1CCOC1, CCc1[nH]c(-c2ccsc2CO)nc1-c1cccnc1. Yields the product CCc1[nH]c(-c2ccsc2C=O)nc1-c1cccnc1. RXN SMILES: [ClH:1].[ClH:2].[O:23]1[CH2:24][CH2:25][CH2:26][CH2:27]1.[OH:3][CH2:4][c:5]1[s:6][cH:7][cH:8][c:9]1-[c:10]1[nH:11][c:12]([CH2:21][CH3:22])[c:13](-[c:15]2[cH:16][n:17][cH:18][cH:19][cH:20]2)[n:14]1>>[O:3]=[CH:4][c:5]1[s:6][cH:7][cH:8][c:9]1-[c:10]1[nH:11][c:12]([CH2:21][CH3:22])[c:13](-[c:15]2[cH:16][n:17][cH:18][cH:19][cH:20]2)[n:14]1. Reactants: O (water), C([O-])([O-])=O.[K+].[K+] (potassium carbonate), BrCCOCC (2-bromoethylethyl ether), BrC1=C(C=CC=C1)O (2-bromophenol). Run in CN(C)C=O (DMF). Conditions: temperature 70 celsius, time 4 hour. The product is BrC1=C(C=CC=C1)OCCOCC (1-bromo-2-(2-ethoxyethoxy)benzene). Reaction SMILES: [Br:1][C:2]1[CH:7]=[CH:6][CH:5]=[CH:4][C:3]=1[OH:8].C(=O)([O-])[O-].[K+].[K+].Br[CH2:16][CH2:17][O:18][CH2:19][CH3:20].O>CN(C=O)C>[Br:1][C:2]1[CH:7]=[CH:6][CH:5]=[CH:4][C:3]=1[O:8][CH2:16][CH2:17][O:18][CH2:19][CH3:20] |f:1.2.3|. Procedure details: In DMF (120 ml) was dissolved 2-bromophenol (12 g). To the mixture was added potassium carbonate (12.5 g) and then was added 2-bromoethylethyl ether (9.1 ml), and the mixture was stirred at 70° C. for 4 hours. The reaction mixture was added to water, and the mixture was extracted with ethyl acetate, washed with saturated brine and dried with magnesium sulfate. Under reduced pressure, the solvent was evaporated, and the residue was purified with silica gel column chromatography (hexane/ethyl acet... Reactants: C(#N)[BH3-].[Na+] (sodium cyanoborohydride), O=CCC1OCCC2=C1C=CC(=C2)C#N (1-(2-oxoethyl)-3,4-dihydro-1H-2-benzopyran-6-carbonitrile), FC=1C=C2C=CC=C(C2=CC1)N1C[C@H](NCC1)C ((3R)-1-(6-fluoro-1-naphthyl)-3-methylpiperazine), C(#N)[BH3-].[Na+] (Sodium cyanoborohydride), C(C)(=O)O (acetic acid). Solvent: CO (methanol). Reaction conditions: time 10 minute. Yields the product FC=1C=C2C=CC=C(C2=CC1)N1C[C@H](N(CC1)CCC1OCCC2=C1C=CC(=C2)C#N)C (1-{2-[(2R)-4-(6-Fluoro-1-naphthyl)-2-methylpiperazinyl]ethyl}-3,4-dihydro-1H-2-benzopyran-6-carbonitrile). As a reaction SMILES: O=[CH:2][CH2:3][CH:4]1[C:9]2[CH:10]=[CH:11][C:12]([C:14]#[N:15])=[CH:13][C:8]=2[CH2:7][CH2:6][O:5]1.[F:16][C:17]1[CH:18]=[C:19]2[C:24](=[CH:25][CH:26]=1)[C:23]([N:27]1[CH2:32][CH2:31][NH:30][C@H:29]([CH3:33])[CH2:28]1)=[CH:22][CH:21]=[CH:20]2.C([BH3-])#N.[Na+].C(O)(=O)C>CO>[F:16][C:17]1[CH:18]=[C:19]2[C:24](=[CH:25][CH:26]=1)[C:23]([N:27]1[CH2:32][CH2:31][N:30]([CH2:2][CH2:3][CH:4]3[C:9]4[CH:10]=[CH:11][C:12]([C:14]#[N:15])=[CH:13][C:8]=4[CH2:7][CH2:6][O:5]3)[C@H:29]([CH3:33])[CH2:28]1)=[CH:22][CH:21]=[CH:20]2 |f:2.3|. Procedure details: To a stirred solution of 1-(2-oxoethyl)-3,4-dihydro-1H-2-benzopyran-6-carbonitrile (0.454 g, 2.26 mmol) in methanol (30 mL) was added (3R)-1-(6-fluoro-1-naphthyl)-3-methylpiperazine (0.61 g, 2.49 mmol), and the mixture stirred for 10 min. Sodium cyanoborohydride (0.157 g, 2.49 mmol) and acetic acid (0.25 mL) were added and the mixture stirred for 18 h. A further portion of sodium cyanoborohydride (0.20 g) was added and the reaction stirred for 6 h. The mixture was quenched with water, and the so...